From a dataset of the Open Reaction Database (ORD), a public repository of structured organic reaction records. describe an organic reaction: reactants, conditions, products, and yield Reaction SMILES: [CH3:1][O:2][C:3]1[CH:4]=[CH:5][C:6]2[NH:12][C:11](=[O:13])[N:10]([CH:14]3[CH2:19][CH2:18][NH:17][CH2:16][CH2:15]3)[CH2:9][CH2:8][C:7]=2[CH:20]=1.Cl[C:22]1[N:27]=[CH:26][N:25]=[C:24]([NH:28][C:29]2[CH:39]=[C:38]([CH3:40])[C:32]3[N:33]([CH3:37])[C:34](=[O:36])[O:35][C:31]=3[CH:30]=2)[CH:23]=1.CCN(C(C)C)C(C)C>CN(C=O)C>[CH3:37][N:33]1[C:32]2[C:38]([CH3:40])=[CH:39][C:29]([NH:28][C:24]3[N:25]=[CH:26][N:27]=[C:22]([N:17]4[CH2:18][CH2:19][CH:14]([N:10]5[CH2:9][CH2:8][C:7]6[CH:20]=[C:3]([O:2][CH3:1])[CH:4]=[CH:5][C:6]=6[NH:12][C:11]5=[O:13])[CH2:15][CH2:16]4)[CH:23]=3)=[CH:30][C:31]=2[O:35][C:34]1=[O:36]. Yields the product CN1C(OC2=C1C(=CC(=C2)NC2=CC(=NC=N2)N2CCC(CC2)N2C(NC1=C(CC2)C=C(C=C1)OC)=O)C)=O (3-{1-[6-(3,4-dimethyl-2-oxo-2,3-dihydro-benzoxazol-6-ylamino)-pyrimidin-4-yl]-piperidin-4-yl}-7-methoxy-1,3,4,5-tetrahydro-benzo[d][1,3]diazepin-2-one). Conditions: temperature 150 celsius. Starting materials: COC=1C=CC2=C(CCN(C(N2)=O)C2CCNCC2)C1 (7-methoxy-3-piperidin-4-yl-1,3,4,5-tetrahydro-1,3-benzodiazepin-2-one), ClC1=CC(=NC=N1)NC1=CC2=C(N(C(O2)=O)C)C(=C1)C (6-(6-chloro-pyrimidin-4-ylamino)-3,4-dimethyl-3H-benzoxazol-2-one), CCN(C(C)C)C(C)C (DIPEA). Run in CN(C)C=O (DMF). Reported procedure: 90 mg (0.33 mmol) 7-methoxy-3-piperidin-4-yl-1,3,4,5-tetrahydro-1,3-benzodiazepin-2-one, 90 mg (0.31 mmol) 6-(6-chloro-pyrimidin-4-ylamino)-3,4-dimethyl-3H-benzoxazol-2-one and 0.15 mL (0.87 mmol) DIPEA were combined in 1.5 mL DMF and stirred at 150° C. After the reaction had ended the reaction mixture was purified by preparative HPLC. The product-containing fractions were combined and dried. Reactants: BrC1=CC=C(C=C1)/C=C/C(=O)N1C(OC[C@H]1C1=CC=CC=C1)=O ((4R)-3-[(2E)-3-(4-Bromophenyl)prop-2-enoyl]-4-phenyl-1,3-oxazolidin-2-one), resultant mixture, resultant mixture, C[Mg]Br (methylmagnesium bromide). The solvent is C1CCOC1 (THF), C1CCOC1 (THF), CSC (dimethylsulfide). Run at temperature -20 celsius, time 12 hour. Yields the product BrC1=CC=C(C=C1)[C@@H](CC(=O)N1C(OC[C@H]1C1=CC=CC=C1)=O)C ((4R)-3-[(3R)-3-(4-Bromophenyl)butanoyl]-4-phenyl-1,3-oxazolidin-2-one). As a reaction SMILES: [CH3:1][Mg]Br.[Br:4][C:5]1[CH:10]=[CH:9][C:8](/[CH:11]=[CH:12]/[C:13]([N:15]2[C@H:19]([C:20]3[CH:25]=[CH:24][CH:23]=[CH:22][CH:21]=3)[CH2:18][O:17][C:16]2=[O:26])=[O:14])=[CH:7][CH:6]=1>C1COCC1.CSC>[Br:4][C:5]1[CH:6]=[CH:7][C:8]([C@H:11]([CH3:1])[CH2:12][C:13]([N:15]2[C@H:19]([C:20]3[CH:21]=[CH:22][CH:23]=[CH:24][CH:25]=3)[CH2:18][O:17][C:16]2=[O:26])=[O:14])=[CH:9][CH:10]=1. Reported procedure: To a stirred solution of copper(II) bromide dimethylsulfide complex (8.78 g, 42.7 mmol) in THF (60 mL) and dimethylsulfide (30 mL) was added methylmagnesium bromide (12.7 mL, 3.0M in diethyl ether, 38.1 mmol) at −40° C. The resultant mixture was stirred at −40° C. for 30 min, then warmed to −20° C. The product from Step A (3.53 g, 9.48 mmol) in THF (30 mL) was added to the above reaction mixture over 1 h at −20° C. The resultant mixture was stirred at −20° C. for 2 h, then slowly warmed to room ... The reactants are CO, [Cl-], O=[N+]([O-])c1ccc(O)c(F)c1, [NH4+], C1CCOC1, [Zn]. Yields the product Nc1ccc(O)c(F)c1. RXN SMILES: [CH3:19][OH:20].[Cl-:12].[F:1][c:2]1[c:3]([OH:11])[cH:4][cH:5][c:6]([N+:8]([O-:9])=[O:10])[cH:7]1.[NH4+:13].[O:14]1[CH2:15][CH2:16][CH2:17][CH2:18]1.[Zn:21]>>[F:1][c:2]1[c:3]([OH:11])[cH:4][cH:5][c:6]([NH2:8])[cH:7]1. Starting materials: COC1=C(C=CC=C1)N1CCNCC1 (1-(2-methoxyphenyl)piperazine), C1(=C(C=CC=C1)CN1CCN(CC1)C1=CC=CC=C1)C1=CC=CC=C1 (1-(biphenyl-2-ylmethyl)-4-phenylpiperazine), ClC1=C(C=CC=C1)C1=CC(=CC=C1)C=O (2′-chlorobiphenyl-3-carbaldehyde), [BH-](OC(=O)C)(OC(=O)C)OC(=O)C.[Na+] (NaBH(OAc)3). The product is ClC1=C(C=CC=C1)C1=CC(=CC=C1)CN1CCN(CC1)C1=C(C=CC=C1)OC (1-(2′-chlorobiphenyl-3-ylmethyl)-4-(2-methoxyphenyl)piperazine). Reaction SMILES: [CH3:1][O:2][C:3]1[CH:8]=[CH:7][CH:6]=[CH:5][C:4]=1[N:9]1[CH2:14][CH2:13][NH:12][CH2:11][CH2:10]1.[Cl:15][C:16]1[CH:21]=[CH:20][CH:19]=[CH:18][C:17]=1[C:22]1[CH:27]=[CH:26][CH:25]=[C:24]([CH:28]=O)[CH:23]=1.[BH-](OC(C)=O)(OC(C)=O)OC(C)=O.[Na+].C1(C2C=CC=CC=2)C=CC=CC=1CN1CCN(C2C=CC=CC=2)CC1>>[Cl:15][C:16]1[CH:21]=[CH:20][CH:19]=[CH:18][C:17]=1[C:22]1[CH:27]=[CH:26][CH:25]=[C:24]([CH2:28][N:12]2[CH2:13][CH2:14][N:9]([C:4]3[CH:5]=[CH:6][CH:7]=[CH:8][C:3]=3[O:2][CH3:1])[CH2:10][CH2:11]2)[CH:23]=1 |f:2.3|. Procedure: 61 mg of the target compound (0.16 mmol, 33.7%) was obtained using 1-(2-methoxyphenyl)piperazine (177 mg, 0.92 mmol), 2′-chlorobiphenyl-3-carbaldehyde (100 mg, 0.46 mmol) and NaBH(OAc)3 (297 mg, 1.38 mmol) according to the synthesis method of Compound 1. Reaction conditions: temperature 18 celsius, time 5 hour. Solvent: O (water), C(C)(=O)O (acetic acid). The reactants are C(C1=CC=CC=C1)N1CC(C(CC1)O)C1=C(C=C(C=C1)C(CCCCCC)(C)C)OCC1=CC=CC=C1 (1-benzyl-3-[2-benzyloxy-4-(1,1-dimethylheptyl)phenyl]-4-piperidinol), [OH-].[NH4+] (ammonium hydroxide), CC(=O)C (acetone), S(O)(O)(=O)=O (sulfuric acid). Procedure: To a cooled solution of 24.8 g. (50 mmols.) of 1-benzyl-3-[2-benzyloxy-4-(1,1-dimethylheptyl)phenyl]-4-piperidinol, 100 ml. of acetone, 6.0 g. (60 mmols.) of chromium trioxide, 15 ml. of water and 20 ml. of acetic acid is added dropwise 20 ml. of concentrated sulfuric acid at such a rate as to maintain the temperature at 5° C. The reaction mixture is stirred 5 hours longer (t<18° C.) and then neutralized with concentrated ammonium hydroxide. The reaction mixture is extracted with 500 ml. of ethe... Reaction SMILES: [CH2:1]([N:8]1[CH2:13][CH2:12][CH:11]([OH:14])[CH:10]([C:15]2[CH:20]=[CH:19][C:18]([C:21]([CH3:29])([CH3:28])[CH2:22][CH2:23][CH2:24][CH2:25][CH2:26][CH3:27])=[CH:17][C:16]=2[O:30][CH2:31][C:32]2[CH:37]=[CH:36][CH:35]=[CH:34][CH:33]=2)[CH2:9]1)[C:2]1[CH:7]=[CH:6][CH:5]=[CH:4][CH:3]=1.CC(C)=O.S(=O)(=O)(O)O.[OH-].[NH4+]>[O-2].[O-2].[O-2].[Cr+6].C(O)(=O)C.O>[CH2:1]([N:8]1[CH2:13][CH2:12][C:11](=[O:14])[CH:10]([C:15]2[CH:20]=[CH:19][C:18]([C:21]([CH3:28])([CH3:29])[CH2:22][CH2:23][CH2:24][CH2:25][CH2:26][CH3:27])=[CH:17][C:16]=2[O:30][CH2:31][C:32]2[CH:33]=[CH:34][CH:35]=[CH:36][CH:37]=2)[CH2:9]1)[C:2]1[CH:7]=[CH:6][CH:5]=[CH:4][CH:3]=1 |f:3.4,5.6.7.8|. The product is C(C1=CC=CC=C1)N1CC(C(CC1)=O)C1=C(C=C(C=C1)C(CCCCCC)(C)C)OCC1=CC=CC=C1 (1-Benzyl-3-[2-benzyloxy-4-(1,1-dimethylheptyl)phenyl]-4-piperidone). The reagents and catalysts are [O-2].[O-2].[O-2].[Cr+6] (chromium trioxide).